From a dataset of the Open Reaction Database (ORD), a public repository of structured organic reaction records. describe an organic reaction: reactants, conditions, products, and yield Reactants: C1(CCCCCCCN1)=O (Caprylolactam), [H-].[Al+3].[Li+].[H-].[H-].[H-] (lithium aluminum hydride). The solvent is CCOCC (ether). Run at time 5 hour. Yields the product N1CCCCCCCC1 (octahydroazonin). Yield: 90.0%. Reaction SMILES: [C:1]1(=O)[NH:9][CH2:8][CH2:7][CH2:6][CH2:5][CH2:4][CH2:3][CH2:2]1.[H-].[Al+3].[Li+].[H-].[H-].[H-]>CCOCC>[NH:9]1[CH2:1][CH2:2][CH2:3][CH2:4][CH2:5][CH2:6][CH2:7][CH2:8]1 |f:1.2.3.4.5.6|. Procedure details: Caprylolactam (Fluka, N.Y., #21631) (25 g, 117 mmoles) is combined with lithium aluminum hydride (10.5 g) in ether and reduced with stirring for 5 hr. The reaction mixture is filtered and evaporated with ether. The product is octahydroazonin (90% yield). The reactants are C1(=CC=CC=C1)CC(=O)Cl (phenylacetyl chloride), N[C@@H](C)C(=O)O (L-alanine). Product: C1(=CC=CC=C1)CC(=O)N[C@@H](C)C(=O)O (N-(Phenylacetyl)-L-alanine). Reaction SMILES: [C:1]1([CH2:7][C:8](Cl)=[O:9])[CH:6]=[CH:5][CH:4]=[CH:3][CH:2]=1.[NH2:11][C@H:12]([C:14]([OH:16])=[O:15])[CH3:13]>>[C:1]1([CH2:7][C:8]([NH:11][C@H:12]([C:14]([OH:16])=[O:15])[CH3:13])=[O:9])[CH:6]=[CH:5][CH:4]=[CH:3][CH:2]=1. Procedure: Using General Procedure II-C, the title compound was prepared from phenylacetyl chloride (Aldrich) and L-alanine (Aldrich) as a solid having a melting point of 102-104° C. Starting materials: CS(C)=O, ClCc1ccccn1, Cl, [H-], NCCCNc1ccccn1, [Na+], O. Yields the product NCCCN(Cc1ccccn1)c1ccccn1. As a reaction SMILES: [CH3:24][S:25]([CH3:26])=[O:27].[Cl:15][CH2:16][c:17]1[n:18][cH:19][cH:20][cH:21][cH:22]1.[ClH:14].[H-:1].[NH2:3][CH2:4][CH2:5][CH2:6][NH:7][c:8]1[n:9][cH:10][cH:11][cH:12][cH:13]1.[Na+:2].[OH2:23]>>[NH2:3][CH2:4][CH2:5][CH2:6][N:7]([c:8]1[n:9][cH:10][cH:11][cH:12][cH:13]1)[CH2:16][c:17]1[n:18][cH:19][cH:20][cH:21][cH:22]1. Starting materials: O=[N+]([O-])c1ccccc1NC12CC3CC(CC(C3)C1)C2, CCOC(C)=O. The product is Nc1ccccc1NC12CC3CC(CC(C3)C1)C2. RXN SMILES: [C:1]12([NH:11][c:12]3[c:13]([N+:18]([O-:19])=[O:20])[cH:14][cH:15][cH:16][cH:17]3)[CH2:2][CH:3]3[CH2:4][CH:5]([CH2:6][CH:7]([CH2:8]1)[CH2:9]3)[CH2:10]2.[CH3:21][CH2:22][O:23][C:24](=[O:25])[CH3:26]>>[C:1]12([NH:11][c:12]3[c:13]([NH2:18])[cH:14][cH:15][cH:16][cH:17]3)[CH2:2][CH:3]3[CH2:4][CH:5]([CH2:6][CH:7]([CH2:8]1)[CH2:9]3)[CH2:10]2. Starting materials: CC1=C(C(=CC=C1)C)O (2,6-di-methylphenol), C(C=C)#N (acrylonitrile), [Cl-].[Al+3].[Cl-].[Cl-] (aluminum chloride). Product: CC=1C=C(C=C(C1O)C)CCC#N (3-(3,5-dimethyl-4-hydroxyphenyl)propionitrile). As a reaction SMILES: [CH3:1][C:2]1[CH:7]=[CH:6][CH:5]=[C:4]([CH3:8])[C:3]=1[OH:9].[C:10](#[N:13])[CH:11]=[CH2:12].[Cl-].[Al+3].[Cl-].[Cl-]>>[CH3:1][C:2]1[CH:7]=[C:6]([CH2:12][CH2:11][C:10]#[N:13])[CH:5]=[C:4]([CH3:8])[C:3]=1[OH:9] |f:2.3.4.5|. Procedure details: In a modification of this Friedel-Crafts reaction, 2,6-di-methylphenol is treated with acrylonitrile in the presence of aluminum chloride to yield 3-(3,5-dimethyl-4-hydroxyphenyl)propionitrile. Upon hydrolysis of this and esterification of the resulting free acid with methanol and p-toluenesulfonic acid, there is obtained methyl 3-(3,5-dimethyl-4-hydroxyphenyl)propionate, M.P. 70°-83° C. Reactants: CCOC(=O)CC1(Nc2cc(C)c(OC)c(C)c2)CCC1, CCO, [Na+], [OH-]. Product: COc1c(C)cc(NC2(CC(=O)O)CCC2)cc1C. RXN SMILES: [CH3:1][O:2][c:3]1[c:4]([CH3:21])[cH:5][c:6]([NH:10][C:11]2([CH2:15][C:16](=[O:17])[O:18][CH2:19][CH3:20])[CH2:12][CH2:13][CH2:14]2)[cH:7][c:8]1[CH3:9].[CH3:24][CH2:25][OH:26].[Na+:23].[OH-:22]>>[CH3:1][O:2][c:3]1[c:4]([CH3:21])[cH:5][c:6]([NH:10][C:11]2([CH2:15][C:16](=[O:17])[OH:18])[CH2:12][CH2:13][CH2:14]2)[cH:7][c:8]1[CH3:9]. The reactants are C(=O)N[C@@H](CO)C(=O)O (N-formyl serine), [F-] (fluoride), N1=CC=CC=C1 (pyridine), C(Cl)Cl (CH2Cl2). The product is C(=O)N[C@@H](COC(C)(C)C)C(=O)F (N-formyl-O-(t-butyl) serine Fluoride). Reaction SMILES: [CH:1]([NH:3][C@H:4]([C:7]([OH:9])=O)[CH2:5][OH:6])=[O:2].[F-:10].N1[CH:16]=[CH:15][CH:14]=CC=1.[CH2:17](Cl)Cl>>[CH:1]([NH:3][C@H:4]([C:5]([F:10])=[O:6])[CH2:7][O:9][C:15]([CH3:14])([CH3:16])[CH3:17])=[O:2]. Procedure details: N-formyl serine (1 mmole) in dry CH2Cl2 under nitrogen is treated with cyannuric fluoride (8 mmol) and pyridine (1 mmol) to form the above-identified product.